This data is from the Open Reaction Database (ORD), a public repository of structured organic reaction records. The task is: describe an organic reaction: reactants, conditions, products, and yield The reactants are Pd2(dba)3 ·CHCl3, C[Sn](C=1C=CC=2C(C3=CC(=CC=C3C2C1)CO)=O)(C)C (3-trimethylstannyl-7-hydroxymethyl-9-fluorenone), C1(=CC=CC=C1)CC(=O)N[C@H]1[C@@H]2N(C(=C(CS2)OS(=O)(=O)C(F)(F)F)C(=O)OC(C2=CC=CC=C2)C2=CC=CC=C2)C1=O (Benzhydryl 7β-phenylacetamido-3-trifluormethanesulfonyloxy-ceph-3-em-4-carboxylate). The reagents and catalysts are [Cl-].[Zn+2].[Cl-] (Zinc chloride). Solvent: C(C)(=O)OCC (ethyl acetate), CN1C(CCC1)=O (N-methylpyrrolidone). Reaction conditions: time 45 minute. Yields the product C1(=CC=CC=C1)CC(=O)N[C@H]1[C@@H]2N(C(=C(CS2)C=2C=CC=3C(C4=CC(=CC=C4C3C2)CO)=O)C(=O)OC(C2=CC=CC=C2)C2=CC=CC=C2)C1=O (BENZHYDRYL 7β-PHENYLACETAMIDO-3-(7-HYDROXYMETHYL-9-FLUORENON-3-YL)-CEPH-3-EM-4-CARBOXYLATE). Isolated yield 61.2%. Reaction SMILES: [C:1]1([CH2:7][C:8]([NH:10][C@@H:11]2[C:42](=[O:43])[N:13]3[C:14]([C:26]([O:28][CH:29]([C:36]4[CH:41]=[CH:40][CH:39]=[CH:38][CH:37]=4)[C:30]4[CH:35]=[CH:34][CH:33]=[CH:32][CH:31]=4)=[O:27])=[C:15](OS(C(F)(F)F)(=O)=O)[CH2:16][S:17][C@H:12]23)=[O:9])[CH:6]=[CH:5][CH:4]=[CH:3][CH:2]=1.C[Sn](C)(C)[C:46]1[CH:47]=[CH:48][C:49]2[C:50](=[O:61])[C:51]3[C:56]([C:57]=2[CH:58]=1)=[CH:55][CH:54]=[C:53]([CH2:59][OH:60])[CH:52]=3>CN1CCCC1=O.C(OCC)(=O)C.[Cl-].[Zn+2].[Cl-]>[C:1]1([CH2:7][C:8]([NH:10][C@@H:11]2[C:42](=[O:43])[N:13]3[C:14]([C:26]([O:28][CH:29]([C:36]4[CH:37]=[CH:38][CH:39]=[CH:40][CH:41]=4)[C:30]4[CH:31]=[CH:32][CH:33]=[CH:34][CH:35]=4)=[O:27])=[C:15]([C:46]4[CH:47]=[CH:48][C:49]5[C:50](=[O:61])[C:51]6[C:56]([C:57]=5[CH:58]=4)=[CH:55][CH:54]=[C:53]([CH2:59][OH:60])[CH:52]=6)[CH2:16][S:17][C@H:12]23)=[O:9])[CH:2]=[CH:3][CH:4]=[CH:5][CH:6]=1 |f:4.5.6|. Reported procedure: Benzhydryl 7β-phenylacetamido-3-trifluormethanesulfonyloxy-ceph-3-em-4-carboxylate (1.26 g) was dissolved in N-methylpyrrolidone (NMP) and treated with 3-trimethylstannyl-7-hydroxymethyl-9-fluorenone (0.742 g). Zinc chloride (4.0 ml, 1.0M solution in ether) was added followed by Pd2(dba)3 ·CHCl3 (60 mg) and the reaction mixture was stirred under nitrogen for 45 min. The reaction mixture was diluted with ethyl acetate and washed with water five times, then with saturated sodium chloride solution ... RXN SMILES: [I:1][C:2]1[CH:7]=[CH:6][C:5]([CH2:8][C:9](Cl)=[O:10])=[CH:4][CH:3]=1.[CH2:12]([NH:14][CH2:15][CH3:16])[CH3:13]>C(N(CC)CC)C>[CH2:12]([N:14]([CH2:15][CH3:16])[C:9](=[O:10])[CH2:8][C:5]1[CH:6]=[CH:7][C:2]([I:1])=[CH:3][CH:4]=1)[CH3:13]. Procedure: 4-Iodobenzeneacetyl chloride (10.62 g) was added portionwise to diethylamine (3.0 g) in triethylamine (40 ml) and washed in with MC (5 ml) at 0° under nitrogen and the suspension was stirred at room temperature for 2 h. ER (150 ml) was added, the mixture was filtered and the filtrate was concentrated to give a residue (7.94 g) which was purified by FCC eluting with ER-H (2:1) to give the title compound as a yellow oil (4.72 g). T.l.c. (ER) Rf 0.31. Isolated yield 66.1%. Reactants: IC1=CC=C(C=C1)CC(=O)Cl (4-Iodobenzeneacetyl chloride), C(C)NCC (diethylamine). The solvent is C(C)N(CC)CC (triethylamine). Product: C(C)N(C(CC1=CC=C(C=C1)I)=O)CC (N,N-Diethyl-4-iodobenzeneacetamide). Reaction conditions: time 2 hour. Starting materials: CO, [K+], Cc1cc2nc(N3CCS(=O)c4ccccc4C3)nc(NC3CN(C(=O)OCc4ccccc4)CC3F)c2s1, [OH-]. The product is Cc1cc2nc(N3CCS(=O)c4ccccc4C3)nc(NC3CNCC3F)c2s1. As a reaction SMILES: [CH3:42][OH:43].[K+:41].[O:1]=[S:2]1[CH2:3][CH2:4][N:5]([c:13]2[n:14][c:15]3[c:16]([c:17]([NH:19][CH:20]4[CH2:21][N:22]([C:26]([O:27][CH2:28][c:29]5[cH:30][cH:31][cH:32][cH:33][cH:34]5)=[O:35])[CH2:23][CH:24]4[F:25])[n:18]2)[s:36][c:37]([CH3:39])[cH:38]3)[CH2:6][c:7]2[c:8]1[cH:9][cH:10][cH:11][cH:12]2.[OH-:40]>>[O:1]=[S:2]1[CH2:3][CH2:4][N:5]([c:13]2[n:14][c:15]3[c:16]([c:17]([NH:19][CH:20]4[CH2:21][NH:22][CH2:23][CH:24]4[F:25])[n:18]2)[s:36][c:37]([CH3:39])[cH:38]3)[CH2:6][c:7]2[c:8]1[cH:9][cH:10][cH:11][cH:12]2. Starting materials: O=C1NC=CC(=C1)OC1CCN(CC1)C(=O)OC(C)(C)C (tert-butyl 4-(2-oxo-1,2-dihydropyridin-4-yloxy)piperidine-1-carboxylate), CS(=O)(=O)C1=CC=C(C=C1)N1C(C=C(C=C1)OC1CCN(CC1)C(=O)OC(C)(C)C)=O (tert-butyl 4-(1-(4-(methylsulfonyl)phenyl)-2-oxo-1,2-dihydropyridin-4-yloxy)piperidine-1-carboxylate). Yields the product N1CCC(CC1)OC1=CC(NC=C1)=O (4-(Piperidin-4-yloxy)pyridin-2(1H)-one). As a reaction SMILES: [O:1]=[C:2]1[CH:7]=[C:6]([O:8][CH:9]2[CH2:14][CH2:13][N:12](C(OC(C)(C)C)=O)[CH2:11][CH2:10]2)[CH:5]=[CH:4][NH:3]1.CS(C1C=CC(N2C=CC(OC3CCN(C(OC(C)(C)C)=O)CC3)=CC2=O)=CC=1)(=O)=O>>[NH:12]1[CH2:13][CH2:14][CH:9]([O:8][C:6]2[CH:5]=[CH:4][NH:3][C:2](=[O:1])[CH:7]=2)[CH2:10][CH2:11]1. Procedure details: 4-(Piperidin-4-yloxy)pyridin-2(1H)-one was prepared according to procedures described in Example 106 Step A substituting tert-butyl 4-(2-oxo-1,2-dihydropyridin-4-yloxy)piperidine-1-carboxylate for tert-butyl 4-(1-(4-(methylsulfonyl)phenyl)-2-oxo-1,2-dihydropyridin-4-yloxy)piperidine-1-carboxylate. MS (ESI) 195 (M+H). Reactants: C(C)OC(=O)N1CCN(CC1)C1=C(C=C2C(C(=CN(C2=C1)C1CC1)Br)=O)F (4-(3-bromo-1-cyclopropyl-6-fluoro-4-oxo-1,4-dihydroquinolin-7-yl)-piperazine-1-carboxylic acid ethyl ester), [C-]#N.[K+] (KCN). Solvent: CN1C(CCC1)=O (1-methyl-2-pyrrolidinone), C(Cl)(Cl)Cl (chloroform), C(C)(=O)OCC (ethyl acetate). Run at temperature 202.5 celsius. Yields the product C(C)OC(=O)N1CCN(CC1)C1=C(C=C2C(C(=CN(C2=C1)C1CC1)C#N)=O)F (4-(3-cyano-1-cyclopropyl-6-fluoro-4-oxo-1,4-dihydroquinolin-7-yl)-piperazine-1-carboxylic acid ethyl ester). The yield is 94.3%. Reaction SMILES: [CH2:1]([O:3][C:4]([N:6]1[CH2:11][CH2:10][N:9]([C:12]2[CH:21]=[C:20]3[C:15]([C:16](=[O:26])[C:17](Br)=[CH:18][N:19]3[CH:22]3[CH2:24][CH2:23]3)=[CH:14][C:13]=2[F:27])[CH2:8][CH2:7]1)=[O:5])[CH3:2].[C-:28]#[N:29].[K+]>CN1CCCC1=O.C(Cl)(Cl)Cl.C(OCC)(=O)C>[CH2:1]([O:3][C:4]([N:6]1[CH2:11][CH2:10][N:9]([C:12]2[CH:21]=[C:20]3[C:15]([C:16](=[O:26])[C:17]([C:28]#[N:29])=[CH:18][N:19]3[CH:22]3[CH2:24][CH2:23]3)=[CH:14][C:13]=2[F:27])[CH2:8][CH2:7]1)=[O:5])[CH3:2] |f:1.2|. Reported procedure: A mixture of 4-(3-bromo-1-cyclopropyl-6-fluoro-4-oxo-1,4-dihydroquinolin-7-yl)-piperazine-1-carboxylic acid ethyl ester (11.0 g, 25.1 mmol), Cul (5.3 g, 27.6 mmol) and KCN (1.8 g, 27.6 mmol) in 110 mL of 1-methyl-2-pyrrolidinone (NMP) was heated at 200-205° C. for 16 hours. On cooling to room temperature, the reaction mixture was diluted with chloroform (250 ml) upon which a thick precipitate formed. The mixture was filtered over celite (2×) and the clear brown organic filtrate was washed with w... The reactants are S=c1[nH]c2cc(Br)ccc2o1, O=C([O-])[O-], CI, [K+], [K+], CN(C)C=O, O. Product: CSc1nc2cc(Br)ccc2o1. As a reaction SMILES: [Br:1][c:2]1[cH:3][cH:4][c:5]2[c:6]([nH:7][c:8](=[S:10])[o:9]2)[cH:11]1.[C:12](=[O:13])([O-:14])[O-:15].[I:18][CH3:19].[K+:16].[K+:17].[O:20]=[CH:21][N:22]([CH3:23])[CH3:24].[OH2:25]>>[Br:1][c:2]1[cH:3][cH:4][c:5]2[c:6]([n:7][c:8]([S:10][CH3:12])[o:9]2)[cH:11]1. Reactants: CC(C)CN, CCOCC, Cc1ccccc1, O=C1C(c2ccccc2)=C(c2ccccc2)C(c2ccccc2)=C1c1ccccc1. Product: CC(C)CN=C1C(c2ccccc2)=C(c2ccccc2)C(c2ccccc2)=C1c1ccccc1. RXN SMILES: [CH2:31]([CH:32]([CH3:33])[CH3:34])[NH2:35].[CH3:36][CH2:37][O:38][CH2:39][CH3:40].[CH3:41][c:42]1[cH:43][cH:44][cH:45][cH:46][cH:47]1.[c:1]1([C:7]2=[C:8]([c:25]3[cH:26][cH:27][cH:28][cH:29][cH:30]3)[C:9]([c:19]3[cH:20][cH:21][cH:22][cH:23][cH:24]3)=[C:10]([c:13]3[cH:14][cH:15][cH:16][cH:17][cH:18]3)[C:11]2=[O:12])[cH:2][cH:3][cH:4][cH:5][cH:6]1>>[c:1]1([C:7]2=[C:8]([c:25]3[cH:26][cH:27][cH:28][cH:29][cH:30]3)[C:9]([c:19]3[cH:20][cH:21][cH:22][cH:23][cH:24]3)=[C:10]([c:13]3[cH:14][cH:15][cH:16][cH:17][cH:18]3)[C:11]2=[N:35][CH2:31][CH:32]([CH3:33])[CH3:34])[cH:2][cH:3][cH:4][cH:5][cH:6]1. The yield is 4.8%. The reactants are C1(=CC=CC=C1)C (toluene), FC=1C=CC(=C(C1)C=NC(=C)O[Si](C)(C)C)C (1-(5-fluoro-2-methyl-phenyl)-3-trimethylsilyoxy-2-aza-1,3-butadiene), C(C)(C)(C)OC(=O)N1C(\C(\C2=CC=C(C=C12)Cl)=C/C=1C(=NC=C(C1)Cl)OC(C)(C)C(=O)OC)=O (Z-6-chloro-3-[5-chloro-2-(1-methoxycarbonyl-1-methyl-ethoxy)-pyridin-3-ylmethylene]-2-oxo-2,3-dihydro-indole-1-carboxylic acid tert-butyl ester). Product: ClC1=CC=C2C(=C1)NC(C21C(NC(CC1C=1C(=NC=C(C1)Cl)OC(C)(C)C(=O)OC)=O)C1=C(C=CC(=C1)F)C)=O (6-chloro-4′-[5-chloro-2-(1-methoxycarbonyl-1-methyl-ethoxy)-pyridin-3-yl]-2′-(5-fluoro-2-methyl-phenyl) spiro[3H-indole-3,3′-piperidine]-2,6′(1H)-dione). Conditions: temperature 130 celsius, time 10 minute. The solvent is CO (methanol). Reaction SMILES: C1(C)C=CC=CC=1.[F:8][C:9]1[CH:10]=[CH:11][C:12]([CH3:24])=[C:13]([CH:15]=[N:16][C:17]([O:19][Si](C)(C)C)=[CH2:18])[CH:14]=1.C(OC([N:32]1[C:40]2[C:35](=[CH:36][CH:37]=[C:38]([Cl:41])[CH:39]=2)/[C:34](=[CH:42]/[C:43]2[C:44]([O:50][C:51]([C:54]([O:56][CH3:57])=[O:55])([CH3:53])[CH3:52])=[N:45][CH:46]=[C:47]([Cl:49])[CH:48]=2)/[C:33]1=[O:58])=O)(C)(C)C>CO>[Cl:41][C:38]1[CH:39]=[C:40]2[NH:32][C:33](=[O:58])[C:34]3([CH:42]([C:43]4[C:44]([O:50][C:51]([C:54]([O:56][CH3:57])=[O:55])([CH3:53])[CH3:52])=[N:45][CH:46]=[C:47]([Cl:49])[CH:48]=4)[CH2:19][C:17](=[O:18])[NH:16][CH:15]3[C:13]3[CH:14]=[C:9]([F:8])[CH:10]=[CH:11][C:12]=3[CH3:24])[C:35]2=[CH:36][CH:37]=1. Procedure: To a toluene solution (50 mL) of 1-(5-fluoro-2-methyl-phenyl)-3-trimethylsilyoxy-2-aza-1,3-butadiene (18 mmol) was added E/Z-6-chloro-3-[5-chloro-2-(1-methoxycarbonyl-1-methyl-ethoxy)-pyridin-3-ylmethylene]-2-oxo-2,3-dihydro-indole-1-carboxylic acid tert-butyl ester (3 g, 6 mmol). Then the reaction mixture were heated at 130° C. for 2 h. After the solution was cooled to room temperature, methanol was added, and then the mixture was concentrated. Then a mixture of trifluoroacetic acid (10 mL) and... The reactants are [BH4-], CC(=O)[O-], CC(=O)[O-], COC(=O)CCCC=CCC1C(O)CC(O)C1C=CC(O)CCC=C(C)C, [Ca+2], [Hg+2], [Na+], [Na+], O=C([O-])[O-], C1CCOC1, [OH-]. Product: COC(=O)CCCCC1CC2C(CC(O)C2C=CC(O)CCC=C(C)C)O1. Reaction SMILES: [BH4-:35].[C:37]([O-:38])(=[O:39])[CH3:40].[C:42]([O-:43])(=[O:44])[CH3:45].[CH3:1][O:2][C:3]([CH2:4][CH2:5][CH2:6][CH:7]=[CH:8][CH2:9][CH:10]1[CH:11]([OH:26])[CH2:12][CH:13]([OH:25])[CH:14]1[CH:15]=[CH:16][CH:17]([CH2:18][CH2:19][CH:20]=[C:21]([CH3:22])[CH3:23])[OH:24])=[O:27].[Ca+2:28].[Hg+2:41].[Na+:34].[Na+:36].[O-:29][C:30](=[O:31])[O-:32].[O:46]1[CH2:47][CH2:48][CH2:49][CH2:50]1.[OH-:33]>>[CH3:1][O:2][C:3]([CH2:4][CH2:5][CH2:6][CH2:7][CH:8]1[CH2:9][CH:10]2[CH:11]([CH2:12][CH:13]([OH:25])[CH:14]2[CH:15]=[CH:16][CH:17]([CH2:18][CH2:19][CH:20]=[C:21]([CH3:22])[CH3:23])[OH:24])[O:26]1)=[O:27].